From a dataset of the Open Reaction Database (ORD), a public repository of structured organic reaction records. describe an organic reaction: reactants, conditions, products, and yield Reactants: NC(=S)N (thiourea), C(C)OC(CCCl)OCC (β-chloropropionaldehyde diethyl acetal), [I-].[K+] (potassium iodide). Solvent: C(C)O (ethanol). Yields the product NC=1SCCC(N1)OCC (2-amino-4,5-dihydro-4-ethoxy-6H-1,3-thiazine). RXN SMILES: [NH2:1][C:2]([NH2:4])=[S:3].[CH2:5]([O:7][CH:8](OCC)[CH2:9][CH2:10]Cl)[CH3:6].[I-].[K+]>C(O)C>[NH2:1][C:2]1[S:3][CH2:10][CH2:9][CH:8]([O:7][CH2:5][CH3:6])[N:4]=1 |f:2.3|. Procedure: A mixture of 10 g. of thiourea, 50 ml. of β-chloropropionaldehyde diethyl acetal, 75 ml. of absolute ethanol, and 2 g. of potassium iodide was refluxed for 2 days. The solvent was evaporated, and the residue was partitioned between water and ether. The aqueous phase was extracted twice more with ether, basified with sodium carbonate and extracted 4 times with chloroform. The chloroform was concentrated to dryness, and the residue was thoroughly extracted with ether. The ether extracts were evapo...